This data is from the Open Reaction Database (ORD), a public repository of structured organic reaction records. The task is: describe an organic reaction: reactants, conditions, products, and yield Starting materials: IC1=CC(=C(C=C1)NC1=C(C(=O)NN)C=CN=C1)C (3-(4-Iodo-2-methyl-phenylamino)-isonicotinic acid hydrazide), I.CSC(N)N (C-Methylsulfanyl-methanediamine hydroiodide), O (water). The solvent is N1=CC=CC=C1 (pyridine). Reaction conditions: temperature 140 celsius, time 4 hour. The product is NC=1NC(=NN1)C1=C(C=NC=C1)NC1=C(C=C(C=C1)I)C ([4-(5-Amino-4H-[1,2,4]triazol-3-yl)-pyridin-3-yl]-(4-iodo-2-methyl-phenyl)-amine). Isolated yield 27.0%. RXN SMILES: [I:1][C:2]1[CH:7]=[CH:6][C:5]([NH:8][C:9]2[CH:18]=[N:17][CH:16]=[CH:15][C:10]=2[C:11]([NH:13][NH2:14])=O)=[C:4]([CH3:19])[CH:3]=1.I.CS[CH:23]([NH2:25])[NH2:24].O>N1C=CC=CC=1>[NH2:25][C:23]1[NH:24][C:11]([C:10]2[CH:15]=[CH:16][N:17]=[CH:18][C:9]=2[NH:8][C:5]2[CH:6]=[CH:7][C:2]([I:1])=[CH:3][C:4]=2[CH3:19])=[N:13][N:14]=1 |f:1.2|. Procedure: A reaction mixture of 3-(4-Iodo-2-methyl-phenylamino)-isonicotinic acid hydrazide (120 mg, 0.33 mmol, 1 eq) and C-Methylsulfanyl-methanediamine hydroiodide (104 mg, 0.47 mL, 1.45 eq) in pyridine (2 mL) in sealed tube was heated to 140° C. while stirring for 4 hrs. After cooling, it was poured into water, extracted with EtOAc, and the combined organic fractions, dried over anhydrous MgSO4. After filtration and solvent removal the remaining crude product was subjected to silica gel column chromato... Starting materials: C(C)(C)(C)C1=CC=C(COC=2C=C(C(=O)NC3=C(C=CC=C3)S(N)(=O)=O)C=CC2)C=C1 (3-(4-t-butylbenzyloxy)-N-(2-sulfamoylphenyl)benzamide), C(C=CC1=CC=CC=C1)(=O)Cl (cinnamoyl chloride). The reagents and catalysts are CN(C1=CC=NC=C1)C (4-dimethylaminopyridine). Run in O1CCCC1 (tetrahydrofuran). Reaction conditions: time 1 hour. The product is C(C)(C)(C)C1=CC=C(COC=2C=C(C(=O)NC3=C(C=CC=C3)S(=O)(=O)NC(C=CC3=CC=CC=C3)=O)C=CC2)C=C1 (N-[2-[3-(4-t-Butylbenzyloxy)benzamido]benzenesulfonyl]cinnamamide). Yield: 95.7%. As a reaction SMILES: [C:1](Cl)(=[O:10])[CH:2]=[CH:3][C:4]1[CH:9]=[CH:8][CH:7]=[CH:6][CH:5]=1.[C:12]([C:16]1[CH:42]=[CH:41][C:19]([CH2:20][O:21][C:22]2[CH:23]=[C:24]([CH:38]=[CH:39][CH:40]=2)[C:25]([NH:27][C:28]2[CH:33]=[CH:32][CH:31]=[CH:30][C:29]=2[S:34](=[O:37])(=[O:36])[NH2:35])=[O:26])=[CH:18][CH:17]=1)([CH3:15])([CH3:14])[CH3:13]>CN(C)C1C=CN=CC=1.O1CCCC1>[C:12]([C:16]1[CH:42]=[CH:41][C:19]([CH2:20][O:21][C:22]2[CH:23]=[C:24]([CH:38]=[CH:39][CH:40]=2)[C:25]([NH:27][C:28]2[CH:33]=[CH:32][CH:31]=[CH:30][C:29]=2[S:34]([NH:35][C:1](=[O:10])[CH:2]=[CH:3][C:4]2[CH:9]=[CH:8][CH:7]=[CH:6][CH:5]=2)(=[O:36])=[O:37])=[O:26])=[CH:18][CH:17]=1)([CH3:15])([CH3:13])[CH3:14]. Reported procedure: In a stream of nitrogen and at 0° C., 126 mg (0.75 mmol) of cinnamoyl chloride was added to an anhydrous tetrahydrofuran (10 ml) solution containing 300 mg (0.68 mmol) of 3-(4-t-butylbenzyloxy)-N-(2-sulfamoylphenyl)benzamide produced in Reference Example 2 and 167 mg (1.36 mmol) of 4-dimethylaminopyridine, the mixture was stirred at room temperature for 1 hour and then the solvent was evaporated under a reduced pressure. The resulting residue was dissolved in ethyl acetate, washed with water, a ...